This data is from the Open Reaction Database (ORD), a public repository of structured organic reaction records. The task is: describe an organic reaction: reactants, conditions, products, and yield Reactants: CO, CI, COc1cc(CN2CCN(C(=S)[S-])CC2)cc(OC)c1OC, [Na+], O. The product is COc1cc(CN2CCN(C(=S)SC)CC2)cc(OC)c1OC. Reaction SMILES: [CH3:1][OH:2].[CH3:26][I:27].[CH3:3][O:4][c:5]1[cH:6][c:7]([CH2:8][N:9]2[CH2:10][CH2:11][N:12]([C:15](=[S:16])[S-:17])[CH2:13][CH2:14]2)[cH:18][c:19]([O:23][CH3:24])[c:20]1[O:21][CH3:22].[Na+:25].[OH2:28]>>[CH3:1][S:17][C:15]([N:12]1[CH2:11][CH2:10][N:9]([CH2:8][c:7]2[cH:6][c:5]([O:4][CH3:3])[c:20]([O:21][CH3:22])[c:19]([O:23][CH3:24])[cH:18]2)[CH2:14][CH2:13]1)=[S:16]. The reactants are C1(=NCCC2=CC=CC=C12)C1=CC=C(C#N)C=C1 (4-(3,4-dihydro-isoquinolin-1-yl)-benzonitrile), [BH4-].[Na+] (sodium borohydride). The solvent is CO (methanol), O (water), O (water). The product is C1(NCCC2=CC=CC=C12)C1=CC=C(C#N)C=C1 ((RS)-4-(1,2,3,4-tetrahydro-isoquinolin-1-yl)-benzonitrile). Yield: 89.7%. As a reaction SMILES: [C:1]1([C:11]2[CH:18]=[CH:17][C:14]([C:15]#[N:16])=[CH:13][CH:12]=2)[C:10]2[C:5](=[CH:6][CH:7]=[CH:8][CH:9]=2)[CH2:4][CH2:3][N:2]=1.[BH4-].[Na+]>CO.O>[CH:1]1([C:11]2[CH:12]=[CH:13][C:14]([C:15]#[N:16])=[CH:17][CH:18]=2)[C:10]2[C:5](=[CH:6][CH:7]=[CH:8][CH:9]=2)[CH2:4][CH2:3][NH:2]1 |f:1.2|. Reported procedure: A solution of 3.48 g of 4-(3,4-dihydro-isoquinolin-1-yl)-benzonitrile in 90 ml of methanol was cooled to 5° C. while stirring and treated with 1.7 g of sodium borohydride within 30 min. After completion of the addition, the mixture was stirred at 5° C. for a further 30 min. Subsequently, 50 ml of water were slowly added dropwise and the mixture was stirred at room temperature for a further 10 min. The mixture was diluted with water and extracted three times with ethyl acetate. The combined organ... The reactants are COC=1C(=C2C(=NC(NC2=CC1OC)=O)C)[N+](=O)[O-] (6,7-dimethoxy-5-nitro-4-methyl-2(1H)quinazolinone), FeSO4.7H2O, [OH-].[NH4+] (Ammonium hydroxide). The solvent is O (water), O (water). Reaction conditions: time 30 minute. Yields the product COC=1C(=C2C(=NC(NC2=CC1OC)=O)C)N (6,7-Dimethoxy-5-amino-4-methyl-2(1H)quinazolinone). RXN SMILES: [CH3:1][O:2][C:3]1[C:4]([N+:17]([O-])=O)=[C:5]2[C:10](=[CH:11][C:12]=1[O:13][CH3:14])[NH:9][C:8](=[O:15])[N:7]=[C:6]2[CH3:16].[OH-].[NH4+]>O>[CH3:1][O:2][C:3]1[C:4]([NH2:17])=[C:5]2[C:10](=[CH:11][C:12]=1[O:13][CH3:14])[NH:9][C:8](=[O:15])[N:7]=[C:6]2[CH3:16] |f:1.2|. Reported procedure: A solution of 13 equivalents of FeSO4.7H2O in water (6 parts) is heated to 95° C. A slurry of 1 equivalent of 6,7-dimethoxy-5-nitro-4-methyl-2(1H)quinazolinone in water (800 ml) at 80° C. is added and the resulting yellow mixture is heated at 98°-100° C. for 15 minutes. Ammonium hydroxide (13 eq) is added to the mixture dropwise over a 15 minute period, maintaining the temperature at 98°-100° C. The resulting black reaction mixture is stirred at 98°-100° C. for 30 minutes, the hot mixture is fil... Reactants: ClC=1C=C2C(=C(N(C2=CC1)S(=O)(=O)C1=CC=CC=C1)C(=O)OCC)S(=O)(=O)Cl (ethyl 5-chloro-3-(chlorosulfonyl)-1-(phenylsulfonyl)-1H-indole -2-carboxylate), Cl.NCCS(=O)(=O)N (2-aminoethanesulfonamide hydrochloride), IC=1C=C2C(=C(N(C2=CC1)S(=O)(=O)C1=CC=CC=C1)C(=O)OCC)S(=O)(=O)Cl (ethyl 5-iodo-3-(chlorosulfonyl)-1-(phenylsulfonyl)-1H-indole-2-carboxylate), Cl.CN (methylamine hydrochloride). The product is IC=1C=C2C(=C(NC2=CC1)C(=O)N)S(=O)(=O)NCCS(=O)(=O)N (5-Iodo-3-({[2-(aminosulfonyl)ethyl]amino}sulfonyl)-1H-indole-2-carboxamide). As a reaction SMILES: ClC1C=C2C(=CC=1)[N:7](S(C1C=CC=CC=1)(=O)=O)C(C(OCC)=O)=C2S(Cl)(=O)=O.[I:29][C:30]1[CH:31]=[C:32]2[C:36](=[CH:37][CH:38]=1)[N:35](S(C1C=CC=CC=1)(=O)=O)[C:34]([C:48]([O:50]CC)=O)=[C:33]2[S:53](Cl)(=[O:55])=[O:54].Cl.CN.Cl.[NH2:61][CH2:62][CH2:63][S:64]([NH2:67])(=[O:66])=[O:65]>>[I:29][C:30]1[CH:31]=[C:32]2[C:36](=[CH:37][CH:38]=1)[NH:35][C:34]([C:48]([NH2:7])=[O:50])=[C:33]2[S:53]([NH:61][CH2:62][CH2:63][S:64]([NH2:67])(=[O:66])=[O:65])(=[O:54])=[O:55] |f:2.3,4.5|. Procedure: Following the procedures described in Steps D and E of Example 1, replacing in Step D ethyl 5-chloro-3-(chlorosulfonyl)-1-(phenylsulfonyl)-1H-indole -2-carboxylate with ethyl 5-iodo-3-(chlorosulfonyl)-1-(phenylsulfonyl)-1H-indole-2-carboxylate, and methylamine hydrochloride with 2-aminoethanesulfonamide hydrochloride, the title compound was obtained. Proton NMR for the product was consistent with the titled compound. ESI+MS: 473.0 [M+H]+. Reactants: CC(C)(C)P(C(C)(C)C)C(C)(C)C, CC(C)(C)P(C(C)(C)C)C(C)(C)C, ClCCl, CC(C)(C)[O-], Clc1ncccc1CN(c1cccnc1)c1cccnc1, [Na+], C1COCCO1, [Pd], c1ccc2c(c1)NCCS2. Yields the product c1cncc(N(Cc2cccnc2N2CCSc3ccccc32)c2cccnc2)c1. As a reaction SMILES: [C:48]([P:49]([C:50]([CH3:51])([CH3:52])[CH3:53])[C:54]([CH3:55])([CH3:56])[CH3:57])([CH3:58])([CH3:59])[CH3:60].[C:61]([P:62]([C:63]([CH3:64])([CH3:65])[CH3:66])[C:67]([CH3:68])([CH3:69])[CH3:70])([CH3:71])([CH3:72])[CH3:73].[CH2:44]([Cl:45])[Cl:46].[CH3:32][C:33]([CH3:34])([O-:35])[CH3:36].[Cl:1][c:2]1[n:3][cH:4][cH:5][cH:6][c:7]1[CH2:8][N:9]([c:10]1[cH:11][n:12][cH:13][cH:14][cH:15]1)[c:16]1[cH:17][n:18][cH:19][cH:20][cH:21]1.[Na+:37].[O:38]1[CH2:39][CH2:40][O:41][CH2:42][CH2:43]1.[Pd:47].[S:22]1[CH2:23][CH2:24][NH:25][c:26]2[c:27]1[cH:28][cH:29][cH:30][cH:31]2>>[c:2]1([N:25]2[CH2:24][CH2:23][S:22][c:27]3[c:26]2[cH:31][cH:30][cH:29][cH:28]3)[n:3][cH:4][cH:5][cH:6][c:7]1[CH2:8][N:9]([c:10]1[cH:11][n:12][cH:13][cH:14][cH:15]1)[c:16]1[cH:17][n:18][cH:19][cH:20][cH:21]1.